Dataset: the Open Reaction Database (ORD), a public repository of structured organic reaction records. Task: describe an organic reaction: reactants, conditions, products, and yield Reactants: Example 1 ( 1 ), ClCC(=O)C1=CC=C(C=C1)F (2-chloro-4′-fluoroacetophenone), C(CC(=O)C)(=O)OC (methyl acetoacetate). Product: FC1=CC=C(C=C1)C1=CC(=C(O1)C)C(=O)OC (methyl 5-(4-fluorophenyl)-2-methyl-3-furoate). Yield: 42.7%. RXN SMILES: Cl[CH2:2][C:3]([C:5]1[CH:10]=[CH:9][C:8]([F:11])=[CH:7][CH:6]=1)=[O:4].[C:12]([O:18][CH3:19])(=[O:17])[CH2:13][C:14]([CH3:16])=O>>[F:11][C:8]1[CH:9]=[CH:10][C:5]([C:3]2[O:4][C:14]([CH3:16])=[C:13]([C:12]([O:18][CH3:19])=[O:17])[CH:2]=2)=[CH:6][CH:7]=1. Procedure details: An operation similar to that in Example 1 (1) was performed using 2-chloro-4′-fluoroacetophenone (13.4 g) and methyl acetoacetate (8.6 g) to give the title compound (7.4 g, 63%) as a yellow crystal. Reactants: N(=NC(=O)OCC)C(=O)OCC (diethyl azodicarboxylate), ON1C2=NC=NC(=C2N=C1)N1C(C=2C(C1=O)=CC=CC2)=O (9-hydroxy-6-phthalimidopurine), OCC/C=C/P(OC(C)C)(OC(C)C)=O (diisopropyl (E)-4-hydroxybut-1-enylphosphonate), C1(=CC=CC=C1)P(C1=CC=CC=C1)C1=CC=CC=C1 (triphenylphosphine). Solvent: O1CCCC1 (tetrahydrofuran). Run at temperature 0 celsius. Yields the product C(C)(C)OP(=O)(OC(C)C)/C=C/CCON1C2=NC=NC(=C2N=C1)N1C(C=2C(C1=O)=CC=CC2)=O ((E)-9-[4-(diisopropoxyphosphoryl)but-3-enyloxy]-6-phthalimidopurine). Isolated yield 80.1%. RXN SMILES: [OH:1][N:2]1[CH:10]=[N:9][C:8]2[C:3]1=[N:4][CH:5]=[N:6][C:7]=2[N:11]1[C:15](=[O:16])[C:14]2=[CH:17][CH:18]=[CH:19][CH:20]=[C:13]2[C:12]1=[O:21].O[CH2:23][CH2:24]/[CH:25]=[CH:26]/[P:27](=[O:36])([O:32][CH:33]([CH3:35])[CH3:34])[O:28][CH:29]([CH3:31])[CH3:30].C1(P(C2C=CC=CC=2)C2C=CC=CC=2)C=CC=CC=1.N(C(OCC)=O)=NC(OCC)=O>O1CCCC1>[CH:33]([O:32][P:27](/[CH:26]=[CH:25]/[CH2:24][CH2:23][O:1][N:2]1[CH:10]=[N:9][C:8]2[C:3]1=[N:4][CH:5]=[N:6][C:7]=2[N:11]1[C:15](=[O:16])[C:14]2=[CH:17][CH:18]=[CH:19][CH:20]=[C:13]2[C:12]1=[O:21])([O:28][CH:29]([CH3:30])[CH3:31])=[O:36])([CH3:35])[CH3:34]. Procedure details: To a mixture of 9-hydroxy-6-phthalimidopurine (141 mg, 500 μmol), diisopropyl (E)-4-hydroxybut-1-enylphosphonate (110 g, 500 μmol) and triphenylphosphine (197 mg, 750 μmol) in tetrahydrofuran (5 ml) stirred at 0° C. was added diethyl azodicarboxylate (131 mg, 750 μmol). The mixture was then stirred at room temperature for 2 hr. The solvent was removed and the residue purified by column chromatography on silica gel eluting with dichloromethane-methanol (49:1, 16:1) to give (E)-9-[4-(diisopropoxyp... Starting materials: ClCCCl, CN1CCOCC1, CCC(N)C(O)c1nnc(-c2ccccc2)o1, O=C(O)C(CC(=O)N1CCOCC1)CS(=O)(=O)Cc1ccccc1, On1nnc2ccccc21. Product: CCC(NC(=O)C(CC(=O)N1CCOCC1)CS(=O)(=O)Cc1ccccc1)C(O)c1nnc(-c2ccccc2)o1. Reaction SMILES: [CH2:52]([Cl:53])[CH2:54][Cl:55].[CH3:56][N:57]1[CH2:58][CH2:59][O:60][CH2:61][CH2:62]1.[NH2:25][CH:26]([CH:27]([OH:28])[c:29]1[o:30][c:31](-[c:34]2[cH:35][cH:36][cH:37][cH:38][cH:39]2)[n:32][n:33]1)[CH2:40][CH3:41].[O:1]1[CH2:2][CH2:3][N:4]([C:7]([CH2:8][CH:9]([C:10](=[O:11])[OH:12])[CH2:13][S:14](=[O:15])(=[O:16])[CH2:17][c:18]2[cH:19][cH:20][cH:21][cH:22][cH:23]2)=[O:24])[CH2:5][CH2:6]1.[OH:42][n:43]1[c:44]2[c:45]([cH:46][cH:47][cH:48][cH:49]2)[n:50][n:51]1>>[O:1]1[CH2:2][CH2:3][N:4]([C:7]([CH2:8][CH:9]([C:10](=[O:12])[NH:25][CH:26]([CH:27]([OH:28])[c:29]2[o:30][c:31](-[c:34]3[cH:35][cH:36][cH:37][cH:38][cH:39]3)[n:32][n:33]2)[CH2:40][CH3:41])[CH2:13][S:14](=[O:15])(=[O:16])[CH2:17][c:18]2[cH:19][cH:20][cH:21][cH:22][cH:23]2)=[O:24])[CH2:5][CH2:6]1. The reactants are FC=1C=C(C=CC1)C(CCC#N)=O (4-(3-Fluoro-phenyl)-4-oxo-butyronitrile), CO.N (MeOH NH3). Solvent: CO (MeOH). Product: FC=1C=C(C=CC1)C=1CCCN1 (5-(3-Fluoro-phenyl)-3,4-dihydro-2H-pyrrole). The yield is 78.7%. As a reaction SMILES: [F:1][C:2]1[CH:3]=[C:4]([C:8](=O)[CH2:9][CH2:10][C:11]#[N:12])[CH:5]=[CH:6][CH:7]=1.CO.N>CO>[F:1][C:2]1[CH:3]=[C:4]([C:8]2[CH2:9][CH2:10][CH2:11][N:12]=2)[CH:5]=[CH:6][CH:7]=1 |f:1.2|. Procedure details: 4-(3-Fluoro-phenyl)-4-oxo-butyronitrile (1.60 g, 9.03 mmol) dissolved in MeOH (45 ml) and 3.5 N MeOH-NH3 (45 ml) was hydrogenated on Ra-Ni at RT for 16 h. The catalyst was filtered off, the filtrate evaporated and the crude product purified by column chromatography on silica gel (ethyl acetate/toluene 1:2) to give the product (1.16 g, 79%) as a colorless oil, MS: m/e=163 (M+). Reactants: CC(C)(C)OC(=O)C1(ON=C(C(=O)O)c2csc(NC(c3ccccc3)(c3ccccc3)c3ccccc3)n2)CCC1, ClCCl, CN(C)c1ccncc1, C(=NC1CCCCC1)=NC1CCCCC1, Cc1ccc(S(=O)(=O)OC=CC2=C(C(=O)OC(c3ccccc3)c3ccccc3)N3C(=O)C(N)C3S(=O)C2)cc1. The product is Cc1ccc(S(=O)(=O)OC=CC2=C(C(=O)OC(c3ccccc3)c3ccccc3)N3C(=O)C(NC(=O)C(=NOC4(C(=O)OC(C)(C)C)CCC4)c4csc(NC(c5ccccc5)(c5ccccc5)c5ccccc5)n4)C3S(=O)C2)cc1. As a reaction SMILES: [C:1]([CH3:2])([CH3:3])([CH3:4])[O:5][C:6](=[O:7])[C:8]1([O:12][N:13]=[C:14]([C:15](=[O:16])[OH:17])[c:18]2[n:19][c:20]([NH:23][C:24]([c:25]3[cH:26][cH:27][cH:28][cH:29][cH:30]3)([c:31]3[cH:32][cH:33][cH:34][cH:35][cH:36]3)[c:37]3[cH:38][cH:39][cH:40][cH:41][cH:42]3)[s:21][cH:22]2)[CH2:9][CH2:10][CH2:11]1.[CH2:107]([Cl:108])[Cl:109].[CH3:98][N:99]([CH3:100])[c:101]1[cH:102][cH:103][n:104][cH:105][cH:106]1.[CH:83]1([N:84]=[C:85]=[N:86][CH:87]2[CH2:88][CH2:89][CH2:90][CH2:91][CH2:92]2)[CH2:93][CH2:94][CH2:95][CH2:96][CH2:97]1.[NH2:43][CH:44]1[CH:45]2[S:46](=[O:82])[CH2:47][C:48]([CH:69]=[CH:70][O:71][S:72](=[O:73])(=[O:74])[c:75]3[cH:76][cH:77][c:78]([CH3:79])[cH:80][cH:81]3)=[C:49]([C:53](=[O:54])[O:55][CH:56]([c:57]3[cH:58][cH:59][cH:60][cH:61][cH:62]3)[c:63]3[cH:64][cH:65][cH:66][cH:67][cH:68]3)[N:50]2[C:51]1=[O:52]>>[C:1]([CH3:2])([CH3:3])([CH3:4])[O:5][C:6](=[O:7])[C:8]1([O:12][N:13]=[C:14]([C:15](=[O:17])[NH:43][CH:44]2[CH:45]3[S:46](=[O:82])[CH2:47][C:48]([CH:69]=[CH:70][O:71][S:72](=[O:73])(=[O:74])[c:75]4[cH:76][cH:77][c:78]([CH3:79])[cH:80][cH:81]4)=[C:49]([C:53](=[O:54])[O:55][CH:56]([c:57]4[cH:58][cH:59][cH:60][cH:61][cH:62]4)[c:63]4[cH:64][cH:65][cH:66][cH:67][cH:68]4)[N:50]3[C:51]2=[O:52])[c:18]2[n:19][c:20]([NH:23][C:24]([c:25]3[cH:26][cH:27][cH:28][cH:29][cH:30]3)([c:31]3[cH:32][cH:33][cH:34][cH:35][cH:36]3)[c:37]3[cH:38][cH:39][cH:40][cH:41][cH:42]3)[s:21][cH:22]2)[CH2:9][CH2:10][CH2:11]1. Reactants: C(C)N1N=CC=2C1=NC(=C(C2C=2C=NC=C(C2)C)CCC(=O)OCC)C=O (ethyl 3-[1-ethyl-6-formyl-4-(5-methyl-3-pyridyl)-1H-pyrazolo[3,4-b]pyridin-5-yl]propanoate), N1CCOCC1 (morpholine), Cl (HCl), [OH-].[Na+] (NaOH), C(#N)[BH3-].[Na+] (sodium cyanoborohydride). The solvent is CCO (EtOH), CC(=O)O (AcOH). Conditions: time 5 hour. Product: C(C)N1N=CC=2C1=NC(=C(C2C=2C=NC=C(C2)C)CCC(=O)OCC)CN2CCOCC2 (ethyl 3-[1-ethyl-4-(5-methyl-3-pyridyl)-6-(4-morpholinylmethyl)-1H-pyrazolo[3,4-b]pyridin-5-yl]propanoate). Reaction SMILES: [CH2:1]([N:3]1[C:7]2=[N:8][C:9]([CH:26]=O)=[C:10]([CH2:19][CH2:20][C:21]([O:23][CH2:24][CH3:25])=[O:22])[C:11]([C:12]3[CH:13]=[N:14][CH:15]=[C:16]([CH3:18])[CH:17]=3)=[C:6]2[CH:5]=[N:4]1)[CH3:2].[NH:28]1[CH2:33][CH2:32][O:31][CH2:30][CH2:29]1.C([BH3-])#N.[Na+].Cl.[OH-].[Na+]>CCO.CC(O)=O>[CH2:1]([N:3]1[C:7]2=[N:8][C:9]([CH2:26][N:28]3[CH2:33][CH2:32][O:31][CH2:30][CH2:29]3)=[C:10]([CH2:19][CH2:20][C:21]([O:23][CH2:24][CH3:25])=[O:22])[C:11]([C:12]3[CH:13]=[N:14][CH:15]=[C:16]([CH3:18])[CH:17]=3)=[C:6]2[CH:5]=[N:4]1)[CH3:2] |f:2.3,5.6|. Procedure details: To a mixture of ethyl 3-[1-ethyl-6-formyl-4-(5-methyl-3-pyridyl)-1H-pyrazolo[3,4-b]pyridin-5-yl]propanoate (30 mg), morpholine (36 μl) and AcOH (0.1 ml) in EtOH (1 ml) was added sodium cyanoborohydride (15 mg) at room temperature and stirred at room temperature for 5 hours. The reaction mixture was acidified to pH 3 with HCl and stirred for 30 minutes. The solution was neutralized with aqueous NaOH and extracted with EtOAc (×3). The organic layer was combined, washed with brine and dried over Mg... The solvent is CO (methanol). Starting materials: Cl (HCl), OC1=CC=C(C=O)C=C1 (4-hydroxybenzaldehyde), CC(=O)C1=CC(=C(C(=C1)OC)OC)OC (3,4,5-trimethoxyacetophenone), [OH-].[Na+] (NaOH). Run at time 24 hour. Product: OC1=CC=C(C=C1)\C=C\C(=O)C1=CC(=C(C(=C1)OC)OC)OC ((E)-1-(4-Hydroxyphenyl)-3-(3,4,5-trimethoxyphenyl)prop-1-en-3-one). Yield: 4.9%. As a reaction SMILES: [OH:1][C:2]1[CH:9]=[CH:8][C:5]([CH:6]=O)=[CH:4][CH:3]=1.[CH3:10][C:11]([C:13]1[CH:18]=[C:17]([O:19][CH3:20])[C:16]([O:21][CH3:22])=[C:15]([O:23][CH3:24])[CH:14]=1)=[O:12].[OH-].[Na+].Cl>CO>[OH:1][C:2]1[CH:9]=[CH:8][C:5](/[CH:6]=[CH:10]/[C:11]([C:13]2[CH:14]=[C:15]([O:23][CH3:24])[C:16]([O:21][CH3:22])=[C:17]([O:19][CH3:20])[CH:18]=2)=[O:12])=[CH:4][CH:3]=1 |f:2.3|. Procedure: To a stirred solution of 4-hydroxybenzaldehyde (1.0 g, 8.19 mmol) and 3,4,5-trimethoxyacetophenone (1.72 g, 8.19 mmol) in methanol (30 ml) was added a 50% w/v solution of aqueous NaOH (1 ml). The mixture was stirred for 24 hours at room temperature, acidified with 2N HCl and extracted with ethyl acetate (3×30 ml). The combined organic phase was dried over anhydrous MgSO4, filtered, and the solvent evaporated in vacuo. The product was purified by column chromatography using hexane/ethyl acetate (... The reactants are BrC1=C(C=CC(=C1)F)O (2-bromo-4-fluorophenol), C([O-])([O-])=O.[K+].[K+] (potassium carbonate), C(C1=CC=CC=C1)Br (benzyl bromide), [Cl-].[Na+] (sodium chloride). The reagents and catalysts are [I-].C(CCC)[N+](CCCC)(CCCC)CCCC (tetrabutylammonium iodide). Run in CN(C=O)C (N,N-dimethylformamide), C(C)(=O)OCC (ethyl acetate). Conditions: time 1.5 hour. Yields the product C(C1=CC=CC=C1)OC1=C(C=C(C=C1)F)Br (1-benzyloxy-2-bromo-4-fluorobenzene). Isolated yield 91.0%. RXN SMILES: [Br:1][C:2]1[CH:7]=[C:6]([F:8])[CH:5]=[CH:4][C:3]=1[OH:9].C(=O)([O-])[O-].[K+].[K+].[CH2:16](Br)[C:17]1[CH:22]=[CH:21][CH:20]=[CH:19][CH:18]=1.[Cl-].[Na+]>[I-].C([N+](CCCC)(CCCC)CCCC)CCC.C(OCC)(=O)C.CN(C)C=O>[CH2:16]([O:9][C:3]1[CH:4]=[CH:5][C:6]([F:8])=[CH:7][C:2]=1[Br:1])[C:17]1[CH:22]=[CH:21][CH:20]=[CH:19][CH:18]=1 |f:1.2.3,5.6,7.8|. Reported procedure: To a mixture of 2-bromo-4-fluorophenol (24.7 g, 129 mmol), tetrabutylammonium iodide (4.8 g, 13.0 mmol), potassium carbonate (35.9 g, 260 mmol) and N,N-dimethylformamide (390 mL), benzyl bromide (23.5 g, 137 mmol) was added at room temperature and stirred for 1.5 hours. The reaction mixture was poured into a mixture of ethyl acetate and saturated aqueous sodium chloride, and then extracted with ethyl acetate. The organic phase was washed twice with saturated aqueous sodium chloride and then drie... Starting materials: CC(=O)NC1CCCc2sc(C(C)=O)cc21, Cl, O. The product is CC(=O)c1cc2c(s1)CCCC2N, Cl. Reaction SMILES: [C:1]([CH3:2])(=[O:3])[c:4]1[cH:5][c:6]2[c:7]([s:8]1)[CH2:9][CH2:10][CH2:11][CH:12]2[NH:13][C:14](=[O:15])[CH3:16].[ClH:17].[OH2:18]>>[C:1]([CH3:2])(=[O:3])[c:4]1[cH:5][c:6]2[c:7]([s:8]1)[CH2:9][CH2:10][CH2:11][CH:12]2[NH2:13].[ClH:17].